From a dataset of the Open Reaction Database (ORD), a public repository of structured organic reaction records. describe an organic reaction: reactants, conditions, products, and yield Procedure details: A stirred mixture of 4-hydroxy-alpha-oxobenzeneacetic acid methyl ester (0.724 g) in dimethylformamide (10 mL) under argon was treated with 55% sodium hydride (0.175 g), stirred for 15 minutes and treated with the mesylate of 2-(2-fiuorophenoxy)ethanol (1.17 g). The mixture was heated at 60° C. overnight and worked up as in Example 20. The dichloromethane extract was evaporated and the residue was purified by HPLC (dichloromethane-hexane; 4:1) and the resulting solids were crystallized from dich... Product: COC(C(C1=CC=C(C=C1)OCCOC1=C(C=CC=C1)F)=O)=O (4-[[2-(2-fiuorophenoxy)ethyl]oxy]-alpha-oxobenzeneacetic acid methyl ester). Solvent: CN(C=O)C (dimethylformamide). Reaction SMILES: [CH3:1][O:2][C:3](=[O:13])[C:4](=[O:12])[C:5]1[CH:10]=[CH:9][C:8]([OH:11])=[CH:7][CH:6]=1.[H-].[Na+].S([O-])(=O)(=O)C.[F:21][C:22]1[CH:31]=[CH:30][CH:29]=[CH:28][C:23]=1[O:24][CH2:25][CH2:26]O>CN(C)C=O>[CH3:1][O:2][C:3](=[O:13])[C:4](=[O:12])[C:5]1[CH:10]=[CH:9][C:8]([O:11][CH2:26][CH2:25][O:24][C:23]2[CH:28]=[CH:29][CH:30]=[CH:31][C:22]=2[F:21])=[CH:7][CH:6]=1 |f:1.2|. The yield is 62.5%. Run at temperature 60 celsius, time 15 minute. The reactants are COC(C(C1=CC=C(C=C1)O)=O)=O (4-hydroxy-alpha-oxobenzeneacetic acid methyl ester), S(C)(=O)(=O)[O-] (mesylate), FC1=C(OCCO)C=CC=C1 (2-(2-fiuorophenoxy)ethanol), [H-].[Na+] (sodium hydride).